describe an organic reaction: reactants, conditions, products, and yield From a dataset of the Open Reaction Database (ORD), a public repository of structured organic reaction records. Reactants: COC1=CC=C(C(=O)C2CCN(CC2)CC(=O)O)C=C1 (2-(4-(4-methoxybenzoyl)piperidin-1-yl)acetic acid), NCC1=NC(=C(C(N1)=O)C)C (2-(aminomethyl)-5,6-dimethylpyrimidin-4(3H)-one), C22H28N4O4. Yields the product CC=1N=C(NC(C1C)=O)CNC(CN1CCC(CC1)C(C1=CC=C(C=C1)OC)=O)=O (N-((4,5-Dimethyl-6-oxo-1,6-dihydropyrimidin-2-yl)methyl)-2-(4-(4-methoxybenzoyl)piperidin-1-yl)acetamide). Isolated yield 49.3%. RXN SMILES: [CH3:1][O:2][C:3]1[CH:20]=[CH:19][C:6]([C:7]([CH:9]2[CH2:14][CH2:13][N:12]([CH2:15][C:16]([OH:18])=O)[CH2:11][CH2:10]2)=[O:8])=[CH:5][CH:4]=1.[NH2:21][CH2:22][C:23]1[NH:28][C:27](=[O:29])[C:26]([CH3:30])=[C:25]([CH3:31])[N:24]=1>>[CH3:31][C:25]1[N:24]=[C:23]([CH2:22][NH:21][C:16](=[O:18])[CH2:15][N:12]2[CH2:11][CH2:10][CH:9]([C:7](=[O:8])[C:6]3[CH:5]=[CH:4][C:3]([O:2][CH3:1])=[CH:20][CH:19]=3)[CH2:14][CH2:13]2)[NH:28][C:27](=[O:29])[C:26]=1[CH3:30]. Reported procedure: The title compound (183 mg) was prepared following the general procedure of Example 1 from 2-(4-(4-methoxybenzoyl)piperidin-1-yl)acetic acid (357 mg, 0.90 mmol, 70% purity) and 2-(aminomethyl)-5,6-dimethylpyrimidin-4(3H)-one (138 mg, 0.90 mmol). 1H NMR (400 MHz, DMSO-d6) δ 12.21 (br. s., 1H), 8.20 (s, 1H), 7.96 (d, J=9.1 Hz, 2H), 7.02-7.06 (m, 2H), 4.14 (d, J=5.6 Hz, 2H), 3.84 (s, 3H), 2.86-3.08 (m, 4H), 2.25-2.39 (m, 2H), 2.22 (s, 1H), 2.16 (s, 3H), 1.88 (s, 3H), 1.63-1.82 (m, 4H). HRMS calcula... Starting materials: CO, O=S(=O)(O)O, CCCc1ccc(-c2ccc(C(=O)OCC)nc2-c2ccccc2)cc1. The product is CCCc1ccc(-c2ccc(C(=O)OC)nc2-c2ccccc2)cc1. As a reaction SMILES: [CH3:32][OH:33].[S:27](=[O:28])(=[O:29])([OH:30])[OH:31].[c:1]1(-[c:7]2[c:8](-[c:18]3[cH:19][cH:20][c:21]([CH2:24][CH2:25][CH3:26])[cH:22][cH:23]3)[cH:9][cH:10][c:11]([C:13](=[O:14])[O:15][CH2:16][CH3:17])[n:12]2)[cH:2][cH:3][cH:4][cH:5][cH:6]1>>[c:1]1(-[c:7]2[c:8](-[c:18]3[cH:19][cH:20][c:21]([CH2:24][CH2:25][CH3:26])[cH:22][cH:23]3)[cH:9][cH:10][c:11]([C:13](=[O:14])[O:15][CH3:16])[n:12]2)[cH:2][cH:3][cH:4][cH:5][cH:6]1. Procedure: A solution of 55.0 g of 4-(tert-butyl-dimethyl-silanyloxy)-2-(tert-butyl-diphenyl-silanyloxy)-fluorobenzene described in example 3.1 in 120 ml THF was cooled to −78° C. Within 30 min 97 ml of an 1.3 M solution of sec-butyllithium in cyclohexane was added dropwise. After stirring at −78° C. for an hour, 9.7 DMF in 18.3 ml THF was added within 20 min. The mixture was stirred at −78° C. for 1 hr, then warmed to r.t. within 90 min and quenched with 300 ml ice-cold water. The product was isolated by ... The product is C(C)(C)(C)[Si](OC=1C=C(C(=C(C=O)C1)F)O[Si](C1=CC=CC=C1)(C1=CC=CC=C1)C(C)(C)C)(C)C (5-(tert-butyl-dimethyl-silanyloxy)-3-(tert-butyl-diphenyl-silanyloxy)-2-fluoro-benzaldehyde). Reaction SMILES: [C:1]([Si:5]([CH3:33])([CH3:32])[O:6][C:7]1[CH:12]=[CH:11][C:10]([F:13])=[C:9]([O:14][Si:15]([C:28]([CH3:31])([CH3:30])[CH3:29])([C:22]2[CH:27]=[CH:26][CH:25]=[CH:24][CH:23]=2)[C:16]2[CH:21]=[CH:20][CH:19]=[CH:18][CH:17]=2)[CH:8]=1)([CH3:4])([CH3:3])[CH3:2].C([Li])(CC)C.CN([CH:42]=[O:43])C>C1COCC1.C1CCCCC1>[C:1]([Si:5]([CH3:33])([CH3:32])[O:6][C:7]1[CH:8]=[C:9]([O:14][Si:15]([C:28]([CH3:31])([CH3:30])[CH3:29])([C:22]2[CH:27]=[CH:26][CH:25]=[CH:24][CH:23]=2)[C:16]2[CH:17]=[CH:18][CH:19]=[CH:20][CH:21]=2)[C:10]([F:13])=[C:11]([CH:12]=1)[CH:42]=[O:43])([CH3:4])([CH3:3])[CH3:2]. Starting materials: C(C)(C)(C)[Si](OC1=CC(=C(C=C1)F)O[Si](C1=CC=CC=C1)(C1=CC=CC=C1)C(C)(C)C)(C)C (4-(tert-butyl-dimethyl-silanyloxy)-2-(tert-butyl-diphenyl-silanyloxy)-fluorobenzene), CN(C)C=O (DMF), solution, C(C)(CC)[Li] (sec-butyllithium). The solvent is C1CCOC1 (THF), C1CCOC1 (THF), C1CCCCC1 (cyclohexane). Reaction conditions: temperature -78 celsius. Starting materials: solid, BrC1=CC(=CC=2C(=C3N(C12)CCNC3=O)C)Cl (6-bromo-8-chloro-10-methyl-3,4-dihydro-2H-pyrazino[1,2-a]indol-1-one), BrC1=CC(=CC=2C(=C3N(C12)CCNC3=O)C)Cl (6-bromo-8-chloro-10-methyl-3,4-dihydro-2H-pyrazino[1,2-a]indol-1-one), N1=CC(=CC=C1)B(O)O (pyridin-3-ylboronic acid). Yields the product ClC1=CC=2C(=C3N(C2C(=C1)C=1C=NC=CC1)CCNC3=O)C (8-Chloro-10-methyl-6-pyridin-3-yl-3,4-dihydro-2H-pyrazino[1,2-a]indol-1-one). As a reaction SMILES: Br[C:2]1[C:10]2[N:9]3[CH2:11][CH2:12][NH:13][C:14](=[O:15])[C:8]3=[C:7]([CH3:16])[C:6]=2[CH:5]=[C:4]([Cl:17])[CH:3]=1.[N:18]1[CH:23]=[CH:22][CH:21]=[C:20](B(O)O)[CH:19]=1>>[Cl:17][C:4]1[CH:3]=[C:2]([C:20]2[CH:19]=[N:18][CH:23]=[CH:22][CH:21]=2)[C:10]2[N:9]3[CH2:11][CH2:12][NH:13][C:14](=[O:15])[C:8]3=[C:7]([CH3:16])[C:6]=2[CH:5]=1. Procedure details: The title compound, white solid (60 mg, 77%), MS (ISP) m/z=312.5 [(M+H)+], mp 252.5° C., was prepared in accordance with the general method of example 1 from 6-bromo-8-chloro-10-methyl-3,4-dihydro-2H-pyrazino[1,2-a]indol-1-one (intermediate 12) (78.4 mg, 0.25 mmol) and commercially available pyridin-3-ylboronic acid (39.9 mg, 0.325 mmol). Reactants: C(CCC#N)CC#N (adipodinitrile), N (ammonia). The product is N1CCCCCC1 (Azacycloheptane), C(CCCNCCCCCCN)CCN (bishexamethylenetriamine), C(CCCCC)N (hexylamine), NCCCCCCN (hexamethylenediamine). Isolated yield 15.0%. Reaction SMILES: [CH2:1]([CH2:6][C:7]#[N:8])[CH2:2][CH2:3][C:4]#[N:5].[NH3:9]>>[NH:8]1[CH2:4][CH2:3][CH2:2][CH2:1][CH2:6][CH2:7]1.[CH2:1]([CH2:6][CH2:7][NH2:8])[CH2:2][CH2:3][CH2:4][NH:5][CH2:7][CH2:6][CH2:1][CH2:2][CH2:3][CH2:4][NH2:9].[CH2:4]([NH2:5])[CH2:3][CH2:2][CH2:1][CH2:6][CH3:7].[NH2:5][CH2:4][CH2:3][CH2:2][CH2:1][CH2:6][CH2:7][NH2:8]. Reported procedure: 0.4 liter/hour of adipodinitrile, 1.2 liter/hour of ammonia and 2.4 liters/hour of hydrogenation mixture are fed, at 270° C. and under an H2 pressure of 260 bar, into the reactor described in Example 1, and over the catalyst described in that Example. Azacycloheptane is obtained in a yield of 70% together with 3% of bishexamethylenetriamine, 7% of hexylamine and 15% of hexamethylenediamine. Reactants: CC(=O)O, O=C1c2ccccc2C(=O)N1C1CCN(Cc2ccccc2)CC1, CO, Cl. Yields the product Cl, O=C1c2ccccc2C(=O)N1C1CCNCC1. Reaction SMILES: [C:26]([OH:27])(=[O:28])[CH3:29].[CH2:1]([c:2]1[cH:3][cH:4][cH:5][cH:6][cH:7]1)[N:8]1[CH2:9][CH2:10][CH:11]([N:14]2[C:15](=[O:24])[c:16]3[c:17]([cH:20][cH:21][cH:22][cH:23]3)[C:18]2=[O:19])[CH2:12][CH2:13]1.[CH3:30][OH:31].[ClH:25]>>[ClH:25].[NH:8]1[CH2:9][CH2:10][CH:11]([N:14]2[C:15](=[O:24])[c:16]3[c:17]([cH:20][cH:21][cH:22][cH:23]3)[C:18]2=[O:19])[CH2:12][CH2:13]1.